The task is: describe an organic reaction: reactants, conditions, products, and yield. This data is from the Open Reaction Database (ORD), a public repository of structured organic reaction records. The reactants are CCOC(=O)CN(C)C(=O)C#Cc1ccccc1, CO, [Na+], [OH-], O. The product is CN(CC(=O)O)C(=O)C#Cc1ccccc1. As a reaction SMILES: [CH3:1][N:2]([CH2:3][C:4](=[O:5])[O:6][CH2:7][CH3:8])[C:9]([C:10]#[C:11][c:12]1[cH:13][cH:14][cH:15][cH:16][cH:17]1)=[O:18].[CH3:21][OH:22].[Na+:20].[OH-:19].[OH2:23]>>[CH3:1][N:2]([CH2:3][C:4](=[O:5])[OH:6])[C:9]([C:10]#[C:11][c:12]1[cH:13][cH:14][cH:15][cH:16][cH:17]1)=[O:18]. The reactants are ClC1=CC=C(C(=O)OCC)C=C1 (ethyl 4-chlorobenzoate), C(C)(C)(C)OC(=O)NCCN (N-(t-butoxycarbonyl)ethylenediamine). The solvent is O (water). The product is ClC1=CC=C(C(=O)NCCNC(OC(C)(C)C)=O)C=C1 (t-butyl [2-(4-chlorobenzamido)ethyl]carbamate). The yield is 26.1%. As a reaction SMILES: [Cl:1][C:2]1[CH:12]=[CH:11][C:5]([C:6]([O:8]CC)=O)=[CH:4][CH:3]=1.[C:13]([O:17][C:18]([NH:20][CH2:21][CH2:22][NH2:23])=[O:19])([CH3:16])([CH3:15])[CH3:14]>O>[Cl:1][C:2]1[CH:3]=[CH:4][C:5]([C:6]([NH:23][CH2:22][CH2:21][NH:20][C:18](=[O:19])[O:17][C:13]([CH3:15])([CH3:14])[CH3:16])=[O:8])=[CH:11][CH:12]=1. Reported procedure: 9.25 g of ethyl 4-chlorobenzoate and 16.0 g of N-(t-butoxycarbonyl)ethylenediamine are stirred at 130° for 15 hours. The mixture is cooled to room temperature, taken up in 100 ml of water and extracted three times with 50 ml of ethyl acetate each time. The ethyl acetate extract is washed twice with 50 ml of water each time, dried over sodium sulfate and evaporated to dryness. The crystalline residue is taken up in isopropyl ether and filtered off under suction. There are obtained 3.9 g of t-buty... The reactants are [N+](=O)([O-])C=1C=C(C=CC1)N (3-nitro-phenylamine), [H-].[Na+] (NaH), COC(C(C(=O)OC)C1=C(C=CC(=C1)F)[N+](=O)[O-])=O (2-(5-fluoro-2-nitro-phenyl)-malonic acid dimethyl ester), [NH4+].[Cl-] (NH4Cl). The solvent is CS(=O)C (DMSO), CS(=O)C (DMSO). Reaction conditions: time 30 minute. Yields the product COC(C(C(=O)OC)C1=C(C=CC(=C1)NC1=CC(=CC=C1)[N+](=O)[O-])[N+](=O)[O-])=O (2-[2-nitro-5-(3-nitro-phenylamino)-phenyl]-malonic acid dimethyl ester). Reaction SMILES: [N+:1]([C:4]1[CH:5]=[C:6]([NH2:10])[CH:7]=[CH:8][CH:9]=1)([O-:3])=[O:2].[H-].[Na+].[CH3:13][O:14][C:15](=[O:31])[CH:16]([C:21]1[CH:26]=[C:25](F)[CH:24]=[CH:23][C:22]=1[N+:28]([O-:30])=[O:29])[C:17]([O:19][CH3:20])=[O:18].[NH4+].[Cl-]>CS(C)=O>[CH3:13][O:14][C:15](=[O:31])[CH:16]([C:21]1[CH:26]=[C:25]([NH:10][C:6]2[CH:7]=[CH:8][CH:9]=[C:4]([N+:1]([O-:3])=[O:2])[CH:5]=2)[CH:24]=[CH:23][C:22]=1[N+:28]([O-:30])=[O:29])[C:17]([O:19][CH3:20])=[O:18] |f:1.2,4.5|. Reported procedure: To a solution of 3-nitro-phenylamine (2.08 g, 15.1 mmol) in DMSO (40 ml) is added NaH (60% dispersion in mineral oil, 0.60 g, 15 mol). The reaction is stirred at this temperature for 30 minutes. After that, a solution of 2-(5-fluoro-2-nitro-phenyl)-malonic acid dimethyl ester (1.36 g, 5.02 mmol) in DMSO (10 ml) is added slowly. The reaction is stirred at 80° C. for 24 hours, and is poured into a saturated solution of NH4Cl (150 ml). The mixture is extracted with ethyl acetate (100 ml×3). The ins... Reported procedure: To a solution of 300 mg of 2-chloro-6-methyl-4-(trifluoromethyl)-pyridine (1.49 mmol) in pyridine (5 ml) was added a solution of 1.61 g of tetrabutylammonium permanganate (4.46 mmol) in pyridine (4.5 ml) and the reaction mixture was stirred at 80° C. for 3 h. The reaction mixture was then poured into a mixture of water and ice and then NaHSO3 solution (40% in water) was added until the color turned light yellow. The mixture was then acidified by addition of 2N HCl and extracted with ethyl acetat... The reactants are ClC1=NC(=CC(=C1)C(F)(F)F)C (2-chloro-6-methyl-4-(trifluoromethyl)-pyridine), [Mn](=O)(=O)(=O)[O-].C(CCC)[N+](CCCC)(CCCC)CCCC (tetrabutylammonium permanganate), Cl (HCl), O (water), OS(=O)[O-].[Na+] (NaHSO3). Run in N1=CC=CC=C1 (pyridine), N1=CC=CC=C1 (pyridine). Run at temperature 80 celsius, time 3 hour. The yield is 67.0%. RXN SMILES: Cl[C:2]1[CH:7]=[C:6]([C:8]([F:11])([F:10])[F:9])[CH:5]=[C:4]([CH3:12])[N:3]=1.[Mn]([O-])(=O)(=O)=[O:14].C([N+](CCCC)(CCCC)CCCC)CCC.OS([O-])=O.[Na+].[ClH:40].[OH2:41]>N1C=CC=CC=1>[Cl:40][C:2]1[N:3]=[C:4]([C:12]([OH:14])=[O:41])[CH:5]=[C:6]([C:8]([F:11])([F:10])[F:9])[CH:7]=1 |f:1.2,3.4|. The product is ClC1=CC(=CC(=N1)C(=O)O)C(F)(F)F (6-chloro-4-trifluoromethyl-pyridine-2-carboxylic acid). Reactants: CCN1C=C(C(=O)C2=C1C=C(C(=C2)F)N3CCNCC3)C(=O)O (Norfloxacin), CN(C)C1=CC=CC2=C1C(=CC=C2)N(C)C (proton sponge), ClC(=O)OC(C)Cl (1-chloroethyl chloroformate). Run in C(Cl)(Cl)Cl (chloroform). Reaction conditions: time 14 hour. Product: C(C)N1C=C(C(C2=CC(=C(C=C12)N1CCN(CC1)C(=O)OC(C)Cl)F)=O)C(=O)O (1-Ethyl-6-fluoro-1,4-dihydro-4-oxo-7-[4-(1-chloroethoxy carbonyl)-1-piperazinyl]-3-quinoline carboxylic acid). As a reaction SMILES: [CH3:1][CH2:2][N:3]1[C:9]2[CH:10]=[C:11]([N:15]3[CH2:20][CH2:19][NH:18][CH2:17][CH2:16]3)[C:12]([F:14])=[CH:13][C:8]=2[C:6](=[O:7])[C:5]([C:21]([OH:23])=[O:22])=[CH:4]1.CN(C1C2C(N(C)C)=CC=CC=2C=CC=1)C.Cl[C:41]([O:43][CH:44]([Cl:46])[CH3:45])=[O:42]>C(Cl)(Cl)Cl>[CH2:2]([N:3]1[C:9]2[C:8](=[CH:13][C:12]([F:14])=[C:11]([N:15]3[CH2:20][CH2:19][N:18]([C:41]([O:43][CH:44]([Cl:46])[CH3:45])=[O:42])[CH2:17][CH2:16]3)[CH:10]=2)[C:6](=[O:7])[C:5]([C:21]([OH:23])=[O:22])=[CH:4]1)[CH3:1]. Procedure details: Norfloxacin (6.4 g) was suspended in 300 ml of chloroform and 4.3 g of proton sponge® was added to it. The suspension was cooled in an ice bath and 4.0 g of 1-chloroethyl chloroformate was added. A clear solution resulted in half an hour. The reaction mixture was stirred at room temperature for 14 hours. The reaction mixture was concentrated in vacuum to about 150 ml. The crystals formed were filtered and washed with chloroform. The pure product weighed 5.3 g. The reactants are O (Water), [H-].[Na+] (Sodium hydride), CC=1NC=CN1 (2-methylimidazole), [N+](=O)([O-])C1=CC=C(CBr)C=C1 (4-nitrobenzyl bromide). The solvent is C(C)(=O)OCC (ethyl acetate), CN(C)C=O (DMF). Conditions: time 0.25 hour. Yields the product [N+](=O)([O-])C1=CC=C(C=C1)CN1C(=NC=C1)C (1-(4-Nitrophenyl)methyl-2-methylimidazole). The yield is 11.9%. Reaction SMILES: [H-].[Na+].[CH3:3][C:4]1[NH:5][CH:6]=[CH:7][N:8]=1.[N+:9]([C:12]1[CH:19]=[CH:18][C:15]([CH2:16]Br)=[CH:14][CH:13]=1)([O-:11])=[O:10].O>CN(C=O)C.C(OCC)(=O)C>[N+:9]([C:12]1[CH:19]=[CH:18][C:15]([CH2:16][N:5]2[CH:6]=[CH:7][N:8]=[C:4]2[CH3:3])=[CH:14][CH:13]=1)([O-:11])=[O:10] |f:0.1|. Procedure: Sodium hydride (2.45 g; 61.0 mmol, 60% dispersion in oil) was added to a solution of 2-methylimidazole (5.0 g, 60.9 mmol) in DMF (100 ml). The mixture was stirred at room temperature for 0.25 h before adding 4-nitrobenzyl bromide (13.2 g, 61.0 mmol) and heating at 110° C. for 2 h followed by stirring at room temperature for 16 h. Water (200 ml) and ethyl acetate (500 ml) were added, the aqueous separated and extracted with ethyl acetate (2×500 ml). The combined extracts were washed with water (3... Reaction conditions: time 8 hour. Yields the product C(#N)C(C1=CC(=C(C=C1)OC)OC)=CC1=CC(=CC=C1)Cl (α-cyano-3'-chloro-3,4-dimethoxystilbene). Procedure details: 3,4-dimethoxyphenylacetonitrile (purchased from Tokyo Kasei), 1.77 g (10.0 mmole), and 1.41 g (10.0 mmole) of 3-chlorobenzaldehyde (purchased from Tokyo Kasei) were dissolved with heating into 10 ml of ethanol (purchased from Kokusan Kagaku), two drops of a 20% sodium hydroxide solution were added thereto, the mixture was stirred overnight, and deposited crystals were filtered, washed with ethanol twice and subsequently with hexane twice and dried to obtain 2.35 g (yield: 78.3%) of α-cyano-3'-ch... Isolated yield 78.3%. Starting materials: [OH-].[Na+] (sodium hydroxide), COC=1C=C(C=CC1OC)CC#N (3,4-dimethoxyphenylacetonitrile), ClC=1C=C(C=O)C=CC1 (3-chlorobenzaldehyde). RXN SMILES: [CH3:1][O:2][C:3]1[CH:4]=[C:5]([CH2:11][C:12]#[N:13])[CH:6]=[CH:7][C:8]=1[O:9][CH3:10].[Cl:14][C:15]1[CH:16]=[C:17]([CH:20]=[CH:21][CH:22]=1)[CH:18]=O.[OH-].[Na+]>C(O)C>[C:12]([C:11](=[CH:18][C:17]1[CH:20]=[CH:21][CH:22]=[C:15]([Cl:14])[CH:16]=1)[C:5]1[CH:6]=[CH:7][C:8]([O:9][CH3:10])=[C:3]([O:2][CH3:1])[CH:4]=1)#[N:13] |f:2.3|. The solvent is C(C)O (ethanol). Reactants: C1(=CC=C(C=C1)O[C@@H](C)C(C#CC=1C=NC=CC1)O)C1=CC=CC=C1 ((2S, 3RS)-2-(biphenyl-4-yloxy)-5-pyridin-3-yl-pent-4-yn-3-ol). The reagents and catalysts are [Pd] (palladium on charcoal). The solvent is C(C)(=O)OCC (ethyl acetate). Yields the product C1(=CC=C(C=C1)O[C@H](C(CCC=1C=NC=CC1)O)C)C1=CC=CC=C1 ((3RS,4S)-4-(Biphenyl-4-yloxy)-1-pyridin-3-yl-pentan-3-ol). Reaction SMILES: [C:1]1([C:20]2[CH:25]=[CH:24][CH:23]=[CH:22][CH:21]=2)[CH:6]=[CH:5][C:4]([O:7][C@H:8]([CH:10]([OH:19])[C:11]#[C:12][C:13]2[CH:14]=[N:15][CH:16]=[CH:17][CH:18]=2)[CH3:9])=[CH:3][CH:2]=1>[Pd].C(OCC)(=O)C>[C:1]1([C:20]2[CH:21]=[CH:22][CH:23]=[CH:24][CH:25]=2)[CH:2]=[CH:3][C:4]([O:7][C@@H:8]([CH3:9])[CH:10]([OH:19])[CH2:11][CH2:12][C:13]2[CH:14]=[N:15][CH:16]=[CH:17][CH:18]=2)=[CH:5][CH:6]=1. Reported procedure: Prepared according to the method described in Example 1d) from (2S, 3RS)-2-(biphenyl-4-yloxy)-5-pyridin-3-yl-pent-4-yn-3-ol (4.16 g, Example 4c)), 10% palladium on charcoal (0.5 g) in ethyl acetate (100 ml) to give the sub-title compound as a white solid and as a 4:1 mixture of diastereomers (4.13 g). The reactants are Cl (hydrochloric acid), ClC1=C(C=CC=C1)OC (orthochloroanisole), C(C)(=O)Cl (acetyl chloride), [Cl-].[Al+3].[Cl-].[Cl-] (aluminum chloride). Run in C(Cl)Cl (methylene chloride). Yields the product CC(=O)C1=CC(=C(C=C1)OC)Cl (3-chloro-4-methoxyacetophenone). The yield is 96.2%. As a reaction SMILES: [Cl:1][C:2]1[CH:7]=[CH:6][CH:5]=[CH:4][C:3]=1[O:8][CH3:9].[C:10](Cl)(=[O:12])[CH3:11].[Cl-].[Al+3].[Cl-].[Cl-].Cl>C(Cl)Cl>[CH3:11][C:10]([C:6]1[CH:5]=[CH:4][C:3]([O:8][CH3:9])=[C:2]([Cl:1])[CH:7]=1)=[O:12] |f:2.3.4.5|. Procedure details: A mixture of 30 grams (210 millimoles) of orthochloroanisole and 19.8 grams (252 millimoles) of acetyl chloride was dissolved in 400 milliliters of methylene chloride, and then 33.6 grams (252 millimoles) of anhydrous aluminum chloride was gradually added thereto while cooling with ice and stirring. The resulting mixture was further stirred for 3 hours while cooling with ice. The reaction mixture was allowed to stand to room temperature and stirred for 2 hours at room temperature. Then the react... Solvent: C(C)O (ethanol). Reaction SMILES: [N:1]1([CH2:7][CH2:8][NH:9][C:10]([C:12]2[CH:17]=[CH:16][C:15]([C:18]([F:21])([F:20])[F:19])=[CH:14][CH:13]=2)=[O:11])[CH2:6][CH2:5][NH:4][CH2:3][CH2:2]1.C(N(C(C)C)CC)(C)C.[O:31]1[CH2:33][C@@H:32]1[CH2:34][O:35][C:36]1[CH:37]=[CH:38][C:39]2[S:43][C:42]([CH3:44])=[N:41][C:40]=2[CH:45]=1>C(O)C>[OH:31][C@@H:32]([CH2:34][O:35][C:36]1[CH:37]=[CH:38][C:39]2[S:43][C:42]([CH3:44])=[N:41][C:40]=2[CH:45]=1)[CH2:33][N:4]1[CH2:5][CH2:6][N:1]([CH2:7][CH2:8][NH:9][C:10]([C:12]2[CH:17]=[CH:16][C:15]([C:18]([F:19])([F:21])[F:20])=[CH:14][CH:13]=2)=[O:11])[CH2:2][CH2:3]1. Starting materials: N1(CCNCC1)CCNC(=O)C1=CC=C(C=C1)C(F)(F)F (N-(2-piperazinylethyl)[4-(trifluoromethyl)phenyl]carboxamide), C(C)(C)N(CC)C(C)C (diisopropyl ethylamine), O1[C@H](C1)COC=1C=CC2=C(N=C(S2)C)C1 (5-[((2R)oxiran-2-yl)methoxy]-2-methylbenzothiazole). Yields the product O[C@H](CN1CCN(CC1)CCNC(=O)C1=CC=C(C=C1)C(F)(F)F)COC=1C=CC2=C(N=C(S2)C)C1 (N-(2-{4-[(2R)-2-hydroxy-3-(2-methylbenzothiazol-5-yloxy)propyl]piperazinyl}ethyl)[4-(trifluoromethyl)phenyl]carboxamide). Procedure details: To a solution of N-(2-piperazinylethyl)[4-(trifluoromethyl)phenyl]carboxamide (0.2 g, 0.38 mmol) in ethanol was added diisopropyl ethylamine (0.25 ml, 1.5 mmol) and 5-[((2R)oxiran-2-yl)methoxy]-2-methylbenzothiazole (0.09 g, 0.42 mmol). The reaction was heated to 85 degrees for four hours. The mixture was then concentrated in vacuo and purified using preparative thin layer chromatography (10:1 DCM:MeOH) to yield N-(2-{4-[(2R)-2-hydroxy-3-(2-methylbenzothiazol-5-yloxy)propyl]piperazinyl}ethyl)[4-...